From a dataset of the Open Reaction Database (ORD), a public repository of structured organic reaction records. describe an organic reaction: reactants, conditions, products, and yield The reactants are O=C([O-])[O-], Nc1ccc(OCc2ccccc2)cc1, Cc1ccccc1, Cl, [Cs+], [Cs+], O=[N+]([O-])c1ccc(I)cc1, CC(=O)[O-], CC(=O)[O-], O, [Pd+2]. Product: O=[N+]([O-])c1ccc(Nc2ccc(OCc3ccccc3)cc2)cc1. Reaction SMILES: [C:34](=[O:35])([O-:36])[O-:37].[CH2:19]([c:20]1[cH:21][cH:22][cH:23][cH:24][cH:25]1)[O:26][c:27]1[cH:28][cH:29][c:30]([NH2:31])[cH:32][cH:33]1.[CH3:1][c:2]1[cH:3][cH:4][cH:5][cH:6][cH:7]1.[ClH:18].[Cs+:38].[Cs+:39].[N+:8](=[O:9])([O-:10])[c:11]1[cH:12][cH:13][c:14]([I:17])[cH:15][cH:16]1.[O-:41][C:42]([CH3:43])=[O:44].[O-:45][C:46]([CH3:47])=[O:48].[OH2:49].[Pd+2:40]>>[N+:8](=[O:9])([O-:10])[c:11]1[cH:12][cH:13][c:14]([NH:31][c:30]2[cH:29][cH:28][c:27]([O:26][CH2:19][c:20]3[cH:21][cH:22][cH:23][cH:24][cH:25]3)[cH:33][cH:32]2)[cH:15][cH:16]1.